Dataset: the Open Reaction Database (ORD), a public repository of structured organic reaction records. Task: describe an organic reaction: reactants, conditions, products, and yield The reactants are Clc1ccc2ncc(Br)n2n1, CN(C)CCCCN, CO, ClCCl, [NH4+], [OH-]. The product is CN(C)CCCCNc1ccc2ncc(Br)n2n1. RXN SMILES: [Br:1][c:2]1[cH:3][n:4][c:5]2[n:6]1[n:7][c:8]([Cl:11])[cH:9][cH:10]2.[CH3:12][N:13]([CH2:14][CH2:15][CH2:16][CH2:17][NH2:18])[CH3:19].[CH3:23][OH:24].[Cl:20][CH2:21][Cl:22].[NH4+:26].[OH-:25]>>[Br:1][c:2]1[cH:3][n:4][c:5]2[n:6]1[n:7][c:8]([NH:18][CH2:17][CH2:16][CH2:15][CH2:14][N:13]([CH3:12])[CH3:19])[cH:9][cH:10]2.